Dataset: the Open Reaction Database (ORD), a public repository of structured organic reaction records. Task: describe an organic reaction: reactants, conditions, products, and yield Starting materials: BrCc1ccccc1, ClCCl, [Na+], [OH-], O, COc1ccc(O)cc1C=O. Product: COc1ccc(OCc2ccccc2)cc1C=O. As a reaction SMILES: [Br:12][CH2:13][c:14]1[cH:15][cH:16][cH:17][cH:18][cH:19]1.[Cl:22][CH2:23][Cl:24].[Na+:21].[OH-:20].[OH2:25].[OH:1][c:2]1[cH:3][cH:4][c:5]([O:10][CH3:11])[c:6]([CH:7]=[O:8])[cH:9]1>>[O:1]([c:2]1[cH:3][cH:4][c:5]([O:10][CH3:11])[c:6]([CH:7]=[O:8])[cH:9]1)[CH2:13][c:14]1[cH:15][cH:16][cH:17][cH:18][cH:19]1. Reactants: O=C([O-])[O-], CCC(C)S, CC#N, [K+], [K+], N#Cc1ccc(C(F)(F)F)cc1[N+](=O)[O-], O. Yields the product CCC(C)Sc1cc(C(F)(F)F)ccc1C#N. Reaction SMILES: [C:21](=[O:22])([O-:23])[O-:24].[CH3:16][CH:17]([CH2:18][CH3:19])[SH:20].[CH3:28][C:29]#[N:30].[K+:25].[K+:26].[N+:1]([O-:2])(=[O:3])[c:4]1[c:5]([C:6]#[N:7])[cH:8][cH:9][c:10]([C:12]([F:13])([F:14])[F:15])[cH:11]1.[OH2:27]>>[c:4]1([S:20][CH:17]([CH3:16])[CH2:18][CH3:19])[c:5]([C:6]#[N:7])[cH:8][cH:9][c:10]([C:12]([F:13])([F:14])[F:15])[cH:11]1. Starting materials: C1(=CC=CC=C1)P(C1=CC=CC=C1)C1=CC=CC=C1 (Triphenylphosphine), CN(C)C=O (DMF), BrC1=C(C=C(C(=O)OC)C=C1)OC (methyl 4-bromo-3-methoxybenzoate). Reagents/catalysts: C(C)(=O)[O-].[Pd+2].C(C)(=O)[O-] (palladium (II) acetate), [C-]#N.[Zn+2].[C-]#N (zinc cyanide). Run at time 2 hour. Yields the product C(#N)C1=C(C=C(C(=O)OC)C=C1)OC (methyl 4-cyano-3-methoxybenzoate). The yield is 72.0%. Reaction SMILES: C1(P(C2C=CC=CC=2)C2C=CC=CC=2)C=CC=CC=1.Br[C:21]1[CH:30]=[CH:29][C:24]([C:25]([O:27][CH3:28])=[O:26])=[CH:23][C:22]=1[O:31][CH3:32].[CH3:33][N:34](C=O)C>C([O-])(=O)C.[Pd+2].C([O-])(=O)C.[C-]#N.[Zn+2].[C-]#N>[C:33]([C:21]1[CH:30]=[CH:29][C:24]([C:25]([O:27][CH3:28])=[O:26])=[CH:23][C:22]=1[O:31][CH3:32])#[N:34] |f:3.4.5,6.7.8|. Reported procedure: Triphenylphosphine polymer bound (50 mg; 0.15 mmol; 0.15 eq.), palladium (II) acetate (15.04 mg; 0.07 mmol; 0.07 eq.) and DMF (3 mL) were first mixed, purged with N2 and let stirring at RT for 2 h. The vial was then opened, zinc cyanide (117.43 mg; 1 mmol; 1 eq.) and methyl 4-bromo-3-methoxybenzoate (COMBI-BLOCKS; CA-4192; 245.07 mg; 1 mmol; 1 eq.) were added and the resulting mixture was purged once more before heating at 140° C. for 50 min. The reaction mixture was then filtrated through a gla... The reactants are OC=1C(=NC=CN1)C(=O)N (3-hydroxy-2-pyrazinecarboxamide), C(C)(=O)OC(C)=O (acetic anhydride). Reaction conditions: temperature 110 celsius, time 1 hour. Yields the product C(C)(=O)NC(=O)C1=NC=CN=C1O (N2-acetyl-3-hydroxy-2-pyrazinecarboxamide). RXN SMILES: [OH:1][C:2]1[C:3]([C:8]([NH2:10])=[O:9])=[N:4][CH:5]=[CH:6][N:7]=1.[C:11](OC(=O)C)(=[O:13])[CH3:12]>>[C:11]([NH:10][C:8]([C:3]1[C:2]([OH:1])=[N:7][CH:6]=[CH:5][N:4]=1)=[O:9])(=[O:13])[CH3:12]. Reported procedure: In 5 mL of acetic anhydride is suspended 0.5 g of 3-hydroxy-2-pyrazinecarboxamide. The resulting solution is stirred at 110° C. for 1 hour. The deposited crystals are collected by filtration to obtain 0.5 g of N2-acetyl-3-hydroxy-2-pyrazinecarboxamide.